Dataset: the Open Reaction Database (ORD), a public repository of structured organic reaction records. Task: describe an organic reaction: reactants, conditions, products, and yield Starting materials: CCC1(CC)c2cc(C#N)ccc2CC(OC)C1NC(=O)OC(C)(C)C, CCO, CN(C)C=O, O. Yields the product CCC1(CC)c2cc(C(N)=O)ccc2CC(OC)C1NC(=O)OC(C)(C)C. Reaction SMILES: [C:1]([CH3:2])([CH3:3])([CH3:4])[O:5][C:6]([NH:7][CH:8]1[C:9]([CH2:22][CH3:23])([CH2:24][CH3:25])[c:10]2[cH:11][c:12]([C:20]#[N:21])[cH:13][cH:14][c:15]2[CH2:16][CH:17]1[O:18][CH3:19])=[O:26].[CH3:27][CH2:28][OH:29].[O:30]=[CH:31][N:32]([CH3:33])[CH3:34].[OH2:35]>>[C:1]([CH3:2])([CH3:3])([CH3:4])[O:5][C:6]([NH:7][CH:8]1[C:9]([CH2:22][CH3:23])([CH2:24][CH3:25])[c:10]2[cH:11][c:12]([C:20]([NH2:21])=[O:29])[cH:13][cH:14][c:15]2[CH2:16][CH:17]1[O:18][CH3:19])=[O:26]. The product is NC1=CC=C(C=C1)S(=O)(=O)N([C@@H](CCCCNC(=O)[C@H](CC1=CC=CC2=CC=CC=C12)NC(=O)N1CCOCC1)CO)CC(C)C ((1S,5S)-Morpholine-4-carboxylic Acid (1-{5-[(4-Amino-benzenesulfonyl)-isobutyl-amino]-6-hydroxy-hexylcarbamoyl}-2-naphthalen-1-yl-ethyl)-amide). Procedure details: This material was prepared from (1S)-4-amino-N-(5-amino-1-hydroxymethyl-pentyl)-N-isobutyl-benzenesulfonamide (XII) (example 28, step D) as described in general procedure B using 2-[(morpholine-4-carbonyl)-amino]-3-naphthalen-1-yl-propionic acid (step A). The final product was obtained in 32% yield (33 mg). The yield is 32.0%. RXN SMILES: [NH2:1][C:2]1[CH:7]=[CH:6][C:5]([S:8]([N:11]([C@H:16]([CH2:22][OH:23])[CH2:17][CH2:18][CH2:19][CH2:20][NH2:21])[CH2:12][CH:13]([CH3:15])[CH3:14])(=[O:10])=[O:9])=[CH:4][CH:3]=1.[N:24]1([C:30]([NH:32][CH:33]([CH2:37][C:38]2[C:47]3[C:42](=[CH:43][CH:44]=[CH:45][CH:46]=3)[CH:41]=[CH:40][CH:39]=2)[C:34](O)=[O:35])=[O:31])[CH2:29][CH2:28][O:27][CH2:26][CH2:25]1>>[NH2:1][C:2]1[CH:7]=[CH:6][C:5]([S:8]([N:11]([CH2:12][CH:13]([CH3:15])[CH3:14])[C@H:16]([CH2:22][OH:23])[CH2:17][CH2:18][CH2:19][CH2:20][NH:21][C:34]([C@@H:33]([NH:32][C:30]([N:24]2[CH2:25][CH2:26][O:27][CH2:28][CH2:29]2)=[O:31])[CH2:37][C:38]2[C:47]3[C:42](=[CH:43][CH:44]=[CH:45][CH:46]=3)[CH:41]=[CH:40][CH:39]=2)=[O:35])(=[O:10])=[O:9])=[CH:4][CH:3]=1. Reactants: NC1=CC=C(C=C1)S(=O)(=O)N(CC(C)C)[C@@H](CCCCN)CO ((1S)-4-Amino-N-(5-amino-1-hydroxymethyl-pentyl)-N-isobutyl-benzenesulfonamide), N1(CCOCC1)C(=O)NC(C(=O)O)CC1=CC=CC2=CC=CC=C12 (2-[(morpholine-4-carbonyl)-amino]-3-naphthalen-1-yl-propionic acid).